This data is from the Open Reaction Database (ORD), a public repository of structured organic reaction records. The task is: describe an organic reaction: reactants, conditions, products, and yield Conditions: time 8 hour. Procedure details: A solution of 150 mg. of 1-hydroxy-3-cyclopentene-1-carbonitrile in 10 ml. of anhydrous methanol and 5 ml. of anhydrous diethyl ether is cooled in an ice-bath. The solution is saturated with gaseous hydrogen chloride, then allowed to warm to room temperature and finally set aside overnight. The solution is then concentrated in vacuo to a solid, which is dissolved in approximately 10 ml. of water. After 23/4 hours an aliquot is removed and extracted with methylene chloride. The extract is dried u... Reactants: OC1(CC=CC1)C#N (1-hydroxy-3-cyclopentene-1-carbonitrile), C(C)OCC (diethyl ether), CO (methanol), Cl (hydrogen chloride). As a reaction SMILES: [OH:1][C:2]1([C:7]#N)[CH2:6][CH:5]=[CH:4][CH2:3]1.C[OH:10].Cl.C([O:14][CH2:15]C)C>>[OH:1][C:2]1([C:7]([O:14][CH3:15])=[O:10])[CH2:6][CH:5]=[CH:4][CH2:3]1. The product is OC1(CC=CC1)C(=O)OC (methyl 1-hydroxy-3-cyclopentene-1-carboxylate). Starting materials: BrCC1OCCO1, CN(C)C=O, ClC(Cl)Cl, [H-], [Na+], O, O=c1ccc2cnccc2[nH]1. Product: O=c1ccc2cnccc2n1CC1OCCO1. As a reaction SMILES: [Br:14][CH2:15][CH:16]1[O:17][CH2:18][CH2:19][O:20]1.[CH3:22][N:23]([CH3:24])[CH:25]=[O:26].[CH:27]([Cl:28])([Cl:29])[Cl:30].[H-:12].[Na+:13].[OH2:21].[nH:1]1[c:2](=[O:11])[cH:3][cH:4][c:5]2[cH:6][n:7][cH:8][cH:9][c:10]12>>[n:1]1([CH2:15][CH:16]2[O:17][CH2:18][CH2:19][O:20]2)[c:2](=[O:11])[cH:3][cH:4][c:5]2[cH:6][n:7][cH:8][cH:9][c:10]12. Starting materials: [Si](C)(C)(C(C)(C)C)O[C@H]([C@H](CO)C)[C@@H]1OC(OC1)(C)C ((2S,3R)-3-(tert-butyldimethylsilyloxy)-3-((R)-2,2-dimethyl-1,3-dioxolan-4-yl)-2-methylpropan-1-ol), CC(C)OC(=O)/N=N/C(=O)OC(C)C (DIAD), C1=CC=C(C=C1)P(C2=CC=CC=C2)C3=CC=CC=C3 (PPh3), C=1C=CC(=CC1)P(=O)(C=2C=CC=CC2)N=[N+]=[N-] (DPPA). Solvent: C1CCOC1 (THF). Conditions: time 8 hour. Product: N(=[N+]=[N-])C[C@@H]([C@@H](O[Si](C)(C)C(C)(C)C)[C@@H]1OC(OC1)(C)C)C (((1R,2S)-3-azido-1-((R)-2,2-dimethyl-1,3-dioxolan-4-yl)-2-methylpropoxy)(tert-butyl)dimethylsilane). The yield is 62.0%. Reaction SMILES: [Si:1]([O:8][C@@H:9]([C@H:14]1[CH2:18][O:17][C:16]([CH3:20])([CH3:19])[O:15]1)[C@@H:10]([CH3:13])[CH2:11]O)([C:4]([CH3:7])([CH3:6])[CH3:5])([CH3:3])[CH3:2].CC(OC(/N=N/C(OC(C)C)=O)=O)C.C1C=CC(P(C2C=CC=CC=2)C2C=CC=CC=2)=CC=1.C1C=CC(P([N:68]=[N+:69]=[N-:70])(C2C=CC=CC=2)=O)=CC=1>C1COCC1>[N:68]([CH2:11][C@H:10]([CH3:13])[C@H:9]([C@H:14]1[CH2:18][O:17][C:16]([CH3:20])([CH3:19])[O:15]1)[O:8][Si:1]([C:4]([CH3:7])([CH3:6])[CH3:5])([CH3:3])[CH3:2])=[N+:69]=[N-:70]. Procedure details: To a solution of (2S,3R)-3-(tert-butyldimethylsilyloxy)-3-((R)-2,2-dimethyl-1,3-dioxolan-4-yl)-2-methylpropan-1-ol (1.0 equiv.), DIAD (2.0 equiv.), and PPh3 (2.0 equiv.) in THF (0.18 M) was added DPPA (1.0 equiv., 1M solution in THF). The reaction mixture was stirred at room temperature overnight. Upon removal of the volatiles under vacuo, the residue was purified by silica gel column chromatography (2-3-5% EtOAc/n-heptanes) yielding ((1R,2S)-3-azido-1-((R)-2,2-dimethyl-1,3-dioxolan-4-yl)-2-meth...